Task: describe an organic reaction: reactants, conditions, products, and yield. Dataset: the Open Reaction Database (ORD), a public repository of structured organic reaction records The yield is 58.0%. Reactants: N1C=CC=C1 (Pyrrole), C(C)(=O)NCC1CC(=NO1)C1=CC(=C(C=C1)F)F ((-)-5-(acetamidomethyl)-3-(3,4-difluorophenyl)-isoxazoline), [H-].[Na+] (sodium hydride). Run in CN(C=O)C (dimethylformamide), one. Procedure: Pyrrole (0.299 ml) is dissolved in 7 ml dimethylformamide in a 25 ml one neck round bottom flask under nitrogen. The solution is cooled to 0° C., is treated with 60% sodium hydride (132 mg) and the mixture is stirred 20 minutes at room temperature. The solution is treated with (-)-5-(acetamidomethyl)-3-(3,4-difluorophenyl)-isoxazoline (Step 1, Example 11) (763 mg), and the reaction is stirred 2 hours at 50-60° C. The reaction is cooled, the dimethylformamide is removed under a stream of nitrogen... Yields the product FC=1C=C(C=CC1N1C=CC=C1)C1=NOC(C1)CNC(C)=O ((-)-N-[[3-[3-Fluoro-4-(1H-pyrrol-1-yl)phenyl]-4,5-dihydro-5-isoxazolyl]methyl]acetamide). Reaction conditions: temperature 0 celsius, time 20 minute. As a reaction SMILES: [NH:1]1[CH:5]=[CH:4][CH:3]=[CH:2]1.[H-].[Na+].[C:8]([NH:11][CH2:12][CH:13]1[O:17][N:16]=[C:15]([C:18]2[CH:23]=[CH:22][C:21](F)=[C:20]([F:25])[CH:19]=2)[CH2:14]1)(=[O:10])[CH3:9]>CN(C)C=O>[F:25][C:20]1[CH:19]=[C:18]([C:15]2[CH2:14][CH:13]([CH2:12][NH:11][C:8](=[O:10])[CH3:9])[O:17][N:16]=2)[CH:23]=[CH:22][C:21]=1[N:1]1[CH:5]=[CH:4][CH:3]=[CH:2]1 |f:1.2|. Starting materials: O=C1CCC(=O)N1Cl, NC(=O)CN1C(=O)Cc2c(Cl)cccc21, O, O=S(=O)(O)O. Yields the product NC(=O)CN1C(=O)Cc2c1ccc(Cl)c2Cl. RXN SMILES: [Cl:16][N:17]1[C:18](=[O:19])[CH2:20][CH2:21][C:22]1=[O:23].[Cl:1][c:2]1[c:3]2[c:7]([cH:8][cH:9][cH:10]1)[N:6]([CH2:11][C:12](=[O:13])[NH2:14])[C:5](=[O:15])[CH2:4]2.[OH2:24].[S:25](=[O:26])(=[O:27])([OH:28])[OH:29]>>[Cl:1][c:2]1[c:3]2[c:7]([cH:8][cH:9][c:10]1[Cl:16])[N:6]([CH2:11][C:12](=[O:13])[NH2:14])[C:5](=[O:15])[CH2:4]2. RXN SMILES: [C:1]1([OH:11])[C:10]2[CH2:9][CH2:8][CH2:7][CH2:6][C:5]=2[CH:4]=[CH:3][CH:2]=1.[CH3:12][C:13]1[O:17][C:16]([C:18]2[CH:23]=[CH:22][CH:21]=[CH:20][CH:19]=2)=[N:15][C:14]=1[CH2:24][CH2:25]OS(C)(=O)=O>>[CH3:12][C:13]1[O:17][C:16]([C:18]2[CH:19]=[CH:20][CH:21]=[CH:22][CH:23]=2)=[N:15][C:14]=1[CH2:24][CH2:25][O:11][C:1]1[C:10]2[CH2:9][CH2:8][CH2:7][CH2:6][C:5]=2[CH:4]=[CH:3][CH:2]=1. The reactants are C1(=CC=CC=2CCCCC12)O (5,6,7,8-tetrahydro-naphthalen-1-ol), CC1=C(N=C(O1)C1=CC=CC=C1)CCOS(=O)(=O)C (methanesulfonic acid 2-(5-methyl-2-phenyl-oxazol-4-yl)-ethyl ester). Product: CC1=C(N=C(O1)C1=CC=CC=C1)CCOC1=CC=CC=2CCCCC12 (5-methyl-2-phenyl-4-[2-(5,6,7,8-tetrahydro-naphthalen-1-yloxy)-ethyl]-oxazole). Procedure: In analogy to the procedures described in examples 91 a] and b] 5,6,7,8-tetrahydro-naphthalen-1-ol was reacted with methanesulfonic acid 2-(5-methyl-2-phenyl-oxazol-4-yl)-ethyl ester [PCT Int. Appl. (2000) WO0008002] to give 5-methyl-2-phenyl-4-[2-(5,6,7,8-tetrahydro-naphthalen-1-yloxy)-ethyl]-oxazole. Treatment of 5-methyl-2-phenyl-4-[2-(5,6,7,8-tetrahydro-naphthalen-1-yloxy)-ethyl]-oxazole with dichloromethyl methyl ether and titanium tetrachloride then gave 4-[2-(5-methyl-2-phenyl-oxazol-4-yl... Reactants: alcohol, CC(C#C)(CCCC(CCCC(C)C)C)O (3,7,11-trimethyldodeca-1-yne-3-ol), cuprous chloride, CN(CCN(C)C)C (tetramethylethylenediamine). The solvent is N1=CC=CC=C1 (pyridine). Product: CC(C)CCCC(CCCC(C#CC#CC(CCCC(CCCC(C)C)C)(O)C)(O)C)C (2,6,10,15,19,23-hexamethyltetracosa-11,13-diyne-10,15-diol). Yield: 81.8%. As a reaction SMILES: [CH3:1][C:2]([OH:16])([CH2:5][CH2:6][CH2:7][CH:8]([CH3:15])[CH2:9][CH2:10][CH2:11][CH:12]([CH3:14])[CH3:13])[C:3]#[CH:4].CN(C)[CH2:19][CH2:20]N(C)C>N1C=CC=CC=1>[CH3:13][CH:12]([CH2:11][CH2:10][CH2:9][CH:19]([CH3:20])[CH2:7][CH2:6][CH2:5][C:2]([CH3:1])([OH:16])[C:3]#[C:4][C:4]#[C:3][C:2]([CH3:1])([OH:16])[CH2:5][CH2:6][CH2:7][CH:8]([CH3:15])[CH2:9][CH2:10][CH2:11][CH:12]([CH3:13])[CH3:14])[CH3:14]. Reported procedure: In a 1-l three-necked and round-bottomed flask 10.5 g of 3,7,11-trimethyldodeca-1-yne-3-ol, 5.0 g of cuprous chloride, 12.0 g of tetramethylethylenediamine and 675 ml of pyridine were placed and the mixture was subjected to oxydative coupling reaction at 50° ~ 55° C for 6 hours under an oxygen atmosphere. After completion of the reaction, there remained no unreacted starting alcohol. The pyridine was distilled off the reaction system and 300 ml of benzene and 200 ml of water were added to the re... The reactants are Cc1ccc(CSc2cccc[n+]2[O-])cc1C, ClC(Cl)Cl, O=C(OO)c1cccc(Cl)c1. Product: Cc1ccc(CS(=O)c2cccc[n+]2[O-])cc1C. As a reaction SMILES: [CH3:1][c:2]1[cH:3][c:4]([CH2:9][S:10][c:11]2[n+:12]([O-:17])[cH:13][cH:14][cH:15][cH:16]2)[cH:5][cH:6][c:7]1[CH3:8].[CH:29]([Cl:30])([Cl:31])[Cl:32].[OH:18][O:19][C:20]([c:21]1[cH:22][c:23]([Cl:24])[cH:25][cH:26][cH:27]1)=[O:28]>>[CH3:1][c:2]1[cH:3][c:4]([CH2:9][S:10]([c:11]2[n+:12]([O-:17])[cH:13][cH:14][cH:15][cH:16]2)=[O:18])[cH:5][cH:6][c:7]1[CH3:8]. Reported procedure: To 60 ml of dichloromethane were added 21.0 g of 2,6-dichloro-5-fluoronicotinic acid, 10 ml of oxalylchloride, and 10 drops of N,N-dimethylformamide, and the mixture was stirred at room temperature for one day. The solvent and the excess reagents were distilled off under reduced pressure, and the residue was dissolved in 50 ml of chloroform. 10 ml of methanol was added dropwise to the solution, and the solution was stirred at room temperature for 60 minutes, and 15 g of anhydrous potassium carbo... The reactants are ClC1=C(C(=O)O)C=C(C(=N1)Cl)F (2,6-dichloro-5-fluoronicotinic acid), C(C(=O)Cl)(=O)Cl (oxalylchloride). Yields the product ClC1=C(C(=O)OC)C=C(C(=N1)Cl)F (methyl 2,6-dichloro-5-fluoronicotinate). The reagents and catalysts are CN(C=O)C (N,N-dimethylformamide). Reaction conditions: time 1 day. Reaction SMILES: [Cl:1][C:2]1[N:10]=[C:9]([Cl:11])[C:8]([F:12])=[CH:7][C:3]=1[C:4]([OH:6])=[O:5].[C:13](Cl)(=O)C(Cl)=O>CN(C)C=O.ClCCl>[Cl:1][C:2]1[N:10]=[C:9]([Cl:11])[C:8]([F:12])=[CH:7][C:3]=1[C:4]([O:6][CH3:13])=[O:5]. The solvent is ClCCl (dichloromethane). The reactants are CC(C)(C)OC(=O)NC1CCNCC1, C[P+](C)(C)CC#N, O=C([O-])[O-], CCC#N, CCN(C(C)C)C(C)C, ClCCl, [I-], [K+], [K+], O, OCCN1CCC(O)CC1. The product is CC(C)(C)OC(=O)NC1CCN(CCN2CCC(O)CC2)CC1. As a reaction SMILES: [C:1]([CH3:2])([CH3:3])([CH3:4])[O:5][C:6]([NH:7][CH:8]1[CH2:9][CH2:10][NH:11][CH2:12][CH2:13]1)=[O:14].[C:35]([CH2:36][P+:37]([CH3:38])([CH3:39])[CH3:40])#[N:41].[C:42](=[O:43])([O-:44])[O-:45].[C:48](#[N:49])[CH2:50][CH3:51].[CH:25]([N:26]([CH2:27][CH3:28])[CH:29]([CH3:30])[CH3:31])([CH3:32])[CH3:33].[Cl:53][CH2:54][Cl:55].[I-:34].[K+:46].[K+:47].[OH2:52].[OH:15][CH2:16][CH2:17][N:18]1[CH2:19][CH2:20][CH:21]([OH:24])[CH2:22][CH2:23]1>>[C:1]([CH3:2])([CH3:3])([CH3:4])[O:5][C:6]([NH:7][CH:8]1[CH2:9][CH2:10][N:11]([CH2:16][CH2:17][N:18]2[CH2:19][CH2:20][CH:21]([OH:24])[CH2:22][CH2:23]2)[CH2:12][CH2:13]1)=[O:14]. Starting materials: ClC1=C(C=CC(=C1)OC1=CC=C(C=C1)Cl)C=1N=C(SC1)N (4-[2-chloro-4-(4-chlorophenoxy)phenyl]-1,3-thiazol-2-amine), ClC1=C(C=CC(=C1Cl)Cl)S(=O)(=O)Cl (2,3,4-trichlorobenzenesulfonyl chloride). Product: ClC1=C(C=CC(=C1Cl)Cl)S(=O)(=O)NC=1SC=C(N1)C1=C(C=C(C=C1)OC1=CC=C(C=C1)Cl)Cl (2,3,4-Trichloro-N-{4-[2-chloro-4-(4-chlorophenoxy)phenyl]-1,3-thiazol-2-yl)benzenesulfonamide), solid. RXN SMILES: [Cl:1][C:2]1[CH:7]=[C:6]([O:8][C:9]2[CH:14]=[CH:13][C:12]([Cl:15])=[CH:11][CH:10]=2)[CH:5]=[CH:4][C:3]=1[C:16]1[N:17]=[C:18]([NH2:21])[S:19][CH:20]=1.[Cl:22][C:23]1[C:28]([Cl:29])=[C:27]([Cl:30])[CH:26]=[CH:25][C:24]=1[S:31](Cl)(=[O:33])=[O:32]>>[Cl:22][C:23]1[C:28]([Cl:29])=[C:27]([Cl:30])[CH:26]=[CH:25][C:24]=1[S:31]([NH:21][C:18]1[S:19][CH:20]=[C:16]([C:3]2[CH:4]=[CH:5][C:6]([O:8][C:9]3[CH:14]=[CH:13][C:12]([Cl:15])=[CH:11][CH:10]=3)=[CH:7][C:2]=2[Cl:1])[N:17]=1)(=[O:33])=[O:32]. Procedure details: The title compound was prepared from 4-[2-chloro-4-(4-chlorophenoxy)phenyl]-1,3-thiazol-2-amine (91 mg) and 2,3,4-trichlorobenzenesulfonyl chloride (76 mg) as described in the synthetic METHOD B to give a white solid (49.2 mg) with purity >90%: MS (pos) m/z 579.1, 581.1, 583.1; MS (neg) m/z 577.5, 579.5, 581.5. The reactants are ClC1=CC(=C(S1)C(=O)NC(C)C1=CC=C(C(=O)OC)C=C1)CC1=CC(=CC=C1)Cl (methyl 4-[1-({[5-chloro-3-(3-chlorobenzyl)-2-thienyl]carbonyl}amino)ethyl]benzoate), [Li+].[OH-] (LiOH). The solvent is C1CCOC1 (THF), CO (methanol). Conditions: time 8 hour. The product is ClC1=CC(=C(S1)C(=O)NC(C)C1=CC=C(C(=O)O)C=C1)CC1=CC(=CC=C1)Cl (4-[1-({[5-chloro-3-(3-chlorobenzyl)-2-thienyl]carbonyl}amino)ethyl]-benzoic acid). As a reaction SMILES: [Cl:1][C:2]1[S:6][C:5]([C:7]([NH:9][CH:10]([C:12]2[CH:21]=[CH:20][C:15]([C:16]([O:18]C)=[O:17])=[CH:14][CH:13]=2)[CH3:11])=[O:8])=[C:4]([CH2:22][C:23]2[CH:28]=[CH:27][CH:26]=[C:25]([Cl:29])[CH:24]=2)[CH:3]=1.[Li+].[OH-]>C1COCC1.CO>[Cl:1][C:2]1[S:6][C:5]([C:7]([NH:9][CH:10]([C:12]2[CH:13]=[CH:14][C:15]([C:16]([OH:18])=[O:17])=[CH:20][CH:21]=2)[CH3:11])=[O:8])=[C:4]([CH2:22][C:23]2[CH:28]=[CH:27][CH:26]=[C:25]([Cl:29])[CH:24]=2)[CH:3]=1 |f:1.2|. Reported procedure: A mixture of methyl 4-[1-({[5-chloro-3-(3-chlorobenzyl)-2-thienyl]carbonyl}amino)ethyl]benzoate from Example 1, Step 10 (81.0 mg, 0.181 mmol) and LiOH (0.9 mL, 1M in water) in THF (1.5 mL) and methanol (1.5 mL) was stirred overnight at r.t. and concentrated. The residue was diluted with 1N HCl and extracted with EtOAc. The organic layer was dried over Na2SO4 and filtered. The filtrate was concentrated in vacuo to give the desired product as a white solid. MS (−ESI): m/z 432.0 (M−1)−. Starting materials: N1N=NC2=C1C=CC=C2 (benzotriazole), C[Si](C#CCCN1N=NC2=C1C=CC=C2)(C)C (1-(4-trimethylsilanyl-but-3-ynyl)-1H-benzo[d][1,2,3]triazole). The product is title compounds, C[Si](C#CCCN1N=C2C(=N1)C=CC=C2)(C)C (2-(4-trimethylsilanyl-but-3-ynyl)-2H-benzo[d][1,2,3]triazole). Isolated yield 67.0%. RXN SMILES: [NH:1]1[C:5]2[CH:6]=[CH:7][CH:8]=[CH:9][C:4]=2[N:3]=[N:2]1.[CH3:10][Si:11]([CH3:26])([CH3:25])[C:12]#[C:13][CH2:14][CH2:15]N1C2C=CC=CC=2N=N1>>[CH3:10][Si:11]([CH3:26])([CH3:25])[C:12]#[C:13][CH2:14][CH2:15][N:2]1[N:3]=[C:4]2[CH:9]=[CH:8][CH:7]=[CH:6][C:5]2=[N:1]1. Reported procedure: The title compounds were prepared in accordance with the general method of Example 108(A), from benzotriazole (116 mg, 0.97 mmol) to yield 157 mg (0.64 mmol, 67%) of 2-(4-trimethylsilanyl-but-3-ynyl)-2H-benzo[d][1,2,3]triazole and 1-(4-trimethylsilanyl-but-3-ynyl)-1H-benzo[d][1,2,3]triazole.